This data is from the Open Reaction Database (ORD), a public repository of structured organic reaction records. The task is: describe an organic reaction: reactants, conditions, products, and yield Reactants: ClC=1C=CC(=NC1)SC1=C(N=CN1C)C1=CC=C(C=C1)[C@@H]1[C@H](C1)CO ([(1S,2S)-2-(4-{5-[(5-Chloropyridin-2-yl)thio]-1-methyl-1H-imidazol-4-yl}phenyl)cyclopropyl]methanol), ClC=1C=CC(=NC1)SC1=C(N=CN1C)C1=CC=C(C=C1)[C@@H]1[C@H](C1)CO ([(1S,2S)-2-(4-{5-[(5-Chloropyridin-2-yl)thio]-1-methyl-1H-imidazol-4-yl}phenyl)cyclopropyl]methanol), [H-].[Na+] (NaH), CI (MeI). The solvent is CN(C)C=O (DMF). Conditions: time 30 minute. Yields the product ClC=1C=CC(=NC1)SC1=C(N=CN1C)C1=CC=C(C=C1)[C@@H]1[C@H](C1)COC (5-Chloro-2-[(4-{4-[(1S,2S)-2-(methoxymethyl)cyclopropyl]phenyl}-1-methyl-1H-imidazol-5-yl)thio]pyridine). Reaction SMILES: [Cl:1][C:2]1[CH:3]=[CH:4][C:5]([S:8][C:9]2[N:13]([CH3:14])[CH:12]=[N:11][C:10]=2[C:15]2[CH:20]=[CH:19][C:18]([C@H:21]3[CH2:23][C@@H:22]3[CH2:24][OH:25])=[CH:17][CH:16]=2)=[N:6][CH:7]=1.[H-].[Na+].[CH3:28]I>CN(C=O)C>[Cl:1][C:2]1[CH:3]=[CH:4][C:5]([S:8][C:9]2[N:13]([CH3:14])[CH:12]=[N:11][C:10]=2[C:15]2[CH:20]=[CH:19][C:18]([C@H:21]3[CH2:23][C@@H:22]3[CH2:24][O:25][CH3:28])=[CH:17][CH:16]=2)=[N:6][CH:7]=1 |f:1.2|. Procedure details: [(1S,2S)-2-(4-{5-[(5-Chloropyridin-2-yl)thio]-1-methyl-1H-imidazol-4-yl}phenyl)cyclopropyl]methanol (product of Example 23, 20 mg, 0.054 mmol) was dissolved in DMF (1 mL), to which was added NaH (0.25 mmol) and MeI (0.25 mmol) at 0° C. The reaction was warmed to rt and stirred for 30 min. The reaction was quenched with 1 mL of aqueous NH4Cl and diluted with 5 mL of EtOAc. The mixture was washed with water (two times) and brine. The organic layer was dried and concentrated to give the crude produ...